From a dataset of the Open Reaction Database (ORD), a public repository of structured organic reaction records. describe an organic reaction: reactants, conditions, products, and yield The reactants are ClCC(=O)NC1=CC=C(C=C1)B1OC(C(O1)(C)C)(C)C (2-chloro-N-[4-(4,4,5,5-tetramethyl-[1,3,2]dioxaborolan-2-yl)-phenyl]-acetamide), N1CCCC1 (pyrrolidine), C(C)(C)N(CC)C(C)C (diisopropylethyl amine). The solvent is CCOCC (ether), ClCCl (dichloromethane), ClCCl (dichloromethane), C(C)(=O)OCC (Ethyl acetate). Product: N1(CCCC1)CC(=O)NC1=CC=C(C=C1)B1OC(C(O1)(C)C)(C)C (2-pyrrolidin-1-yl-N-[4-(4,4,5,5-tetramethyl-[1,3,2]dioxaborolan-2-yl)-phenyl]acetamide). As a reaction SMILES: Cl[CH2:2][C:3]([NH:5][C:6]1[CH:11]=[CH:10][C:9]([B:12]2[O:16][C:15]([CH3:18])([CH3:17])[C:14]([CH3:20])([CH3:19])[O:13]2)=[CH:8][CH:7]=1)=[O:4].[NH:21]1[CH2:25][CH2:24][CH2:23][CH2:22]1.C(N(C(C)C)CC)(C)C>CCOCC.ClCCl.C(OCC)(=O)C>[N:21]1([CH2:2][C:3]([NH:5][C:6]2[CH:11]=[CH:10][C:9]([B:12]3[O:16][C:15]([CH3:18])([CH3:17])[C:14]([CH3:20])([CH3:19])[O:13]3)=[CH:8][CH:7]=2)=[O:4])[CH2:25][CH2:24][CH2:23][CH2:22]1. Reported procedure: To a solution of intermediate T (0.200 g, 0.677 mmol) in ether (10 mL) was added pyrrolidine (0.241 g, 3.3 mmol), diisopropylethyl amine (0.175 g, 1.3 mmol) and the reaction stirred at room temperature for 48–72 h and monitored by TLC (10% Ethyl acetate: dichloromethane). The reaction was concentrated in vacuo and purified using a 10 g prepacked silica gel column, eluting intermediate U with 10% ethyl acetate:dichloromethane, (0.145 g, 0.439 mmol, 65%).